From a dataset of the Open Reaction Database (ORD), a public repository of structured organic reaction records. describe an organic reaction: reactants, conditions, products, and yield The reactants are resultant mixture, N[C@@H](C(=O)O)C1=CC=CC=C1 ((R)-2-amino-2-phenylacetic acid), BrCCCCBr (1,4-dibromobutane), C([O-])([O-])=O.[Na+].[Na+] (sodium carbonate). Solvent: C(C)O (ethanol). The product is C1(=CC=CC=C1)[C@H](C(=O)O)N1CCCC1 ((R)-2-phenyl-2-(pyrrolidin-1-yl)acetic acid). Reaction SMILES: [NH2:1][C@H:2]([C:6]1[CH:11]=[CH:10][CH:9]=[CH:8][CH:7]=1)[C:3]([OH:5])=[O:4].Br[CH2:13][CH2:14][CH2:15][CH2:16]Br.C(=O)([O-])[O-].[Na+].[Na+]>C(O)C>[C:6]1([C@@H:2]([N:1]2[CH2:16][CH2:15][CH2:14][CH2:13]2)[C:3]([OH:5])=[O:4])[CH:11]=[CH:10][CH:9]=[CH:8][CH:7]=1 |f:2.3.4|. Reported procedure: To (R)-2-amino-2-phenylacetic acid (1.0 g, 6.62 mmol), 1,4-dibromobutane (1.57 g, 0.727 mmol) and sodium carbonate (2.103 g, 19.85 mmol) was added ethanol (40 mL) and the resultant mixture heated at 100° C. for 65 hours. After cooling, the resultant solid was removed by filtration and washed with ethanol. The filtrate was concentrated, and then dissolved in ethanol then a solution of 4N aqueous hydrochloric acid added until the pH of the solution was 3. The resultant solid was removed and discar... The reactants are O=C([O-])[O-], CN1CCN(CCCCl)CC1, CS(C)=O, Cl, Cl, [K+], [K+], Oc1ccc(Nc2ncc(Br)c(Nc3ccccc3)n2)cc1. Product: CN1CCN(CCCOc2ccc(Nc3ncc(Br)c(Nc4ccccc4)n3)cc2)CC1. As a reaction SMILES: [C:1](=[O:2])([O-:3])[O-:4].[CH3:31][N:32]1[CH2:33][CH2:34][N:35]([CH2:38][CH2:39][CH2:40][Cl:41])[CH2:36][CH2:37]1.[CH3:42][S:43]([CH3:44])=[O:45].[ClH:29].[ClH:30].[K+:5].[K+:6].[NH:7]([c:8]1[cH:9][cH:10][cH:11][cH:12][cH:13]1)[c:14]1[n:15][c:16]([NH:21][c:22]2[cH:23][cH:24][c:25]([OH:28])[cH:26][cH:27]2)[n:17][cH:18][c:19]1[Br:20]>>[NH:7]([c:8]1[cH:9][cH:10][cH:11][cH:12][cH:13]1)[c:14]1[n:15][c:16]([NH:21][c:22]2[cH:23][cH:24][c:25]([O:28][CH2:40][CH2:39][CH2:38][N:35]3[CH2:34][CH2:33][N:32]([CH3:31])[CH2:37][CH2:36]3)[cH:26][cH:27]2)[n:17][cH:18][c:19]1[Br:20].